From a dataset of the Open Reaction Database (ORD), a public repository of structured organic reaction records. describe an organic reaction: reactants, conditions, products, and yield Starting materials: O.[OH-].[Li+] (Lithium hydroxide hydrate), C(C)SC=1C=C(OC2=C(C(=O)OCC)C=C(C=N2)F)C=CC1 (ethyl 2-[3-(ethylsulfanyl)phenoxy]-5-fluoronicotinate). Run in O1CCCC1 (tetrahydrofuran), O (water). Conditions: time 4 hour. The product is C(C)SC=1C=C(OC2=C(C(=O)O)C=C(C=N2)F)C=CC1 (2-[3-(ethylsulfanyl)phenoxy]-5-fluoronicotinic acid). The yield is 90.5%. As a reaction SMILES: O.[OH-].[Li+].[CH2:4]([S:6][C:7]1[CH:8]=[C:9]([CH:23]=[CH:24][CH:25]=1)[O:10][C:11]1[N:21]=[CH:20][C:19]([F:22])=[CH:18][C:12]=1[C:13]([O:15]CC)=[O:14])[CH3:5]>O1CCCC1.O>[CH2:4]([S:6][C:7]1[CH:8]=[C:9]([CH:23]=[CH:24][CH:25]=1)[O:10][C:11]1[N:21]=[CH:20][C:19]([F:22])=[CH:18][C:12]=1[C:13]([OH:15])=[O:14])[CH3:5] |f:0.1.2|. Procedure details: Lithium hydroxide hydrate (1.37 g, 33 mmol) was added to a solution of ethyl 2-[3-(ethylsulfanyl)phenoxy]-5-fluoronicotinate (4.21 g, 13 mmol) in tetrahydrofuran (50 ml) and water (30 ml). The mixture was stirred for 4 h, then the volatile solvent was removed under reduced pressure and the residue partitioned between diethyl ether and 2N hydrochloric acid. The organic phase was washed with water, dried over MgSO4 and the solvent removed under reduced pressure. The residue was purified by flash c... The product is Nc1cnccc1Oc1ccccc1. RXN SMILES: [CH3:17][CH2:18][OH:19].[N+:1]([O-:2])(=[O:3])[c:4]1[cH:5][n:6][cH:7][cH:8][c:9]1[O:10][c:11]1[cH:12][cH:13][cH:14][cH:15][cH:16]1>>[NH2:1][c:4]1[cH:5][n:6][cH:7][cH:8][c:9]1[O:10][c:11]1[cH:12][cH:13][cH:14][cH:15][cH:16]1. Starting materials: CCO, O=[N+]([O-])c1cnccc1Oc1ccccc1. Reactants: CN, CCO, Nc1cccc(C=CCCN2C(=O)c3ccccc3C2=O)c1. Yields the product NCCC=Cc1cccc(N)c1. As a reaction SMILES: [CH3:23][NH2:24].[CH3:25][CH2:26][OH:27].[NH2:1][c:2]1[cH:3][c:4]([CH:8]=[CH:9][CH2:10][CH2:11][N:12]2[C:13](=[O:14])[c:15]3[cH:16][cH:17][cH:18][cH:19][c:20]3[C:21]2=[O:22])[cH:5][cH:6][cH:7]1>>[NH2:1][c:2]1[cH:3][c:4]([CH:8]=[CH:9][CH2:10][CH2:11][NH2:12])[cH:5][cH:6][cH:7]1. The reactants are COC(C\C=C(\CC\C=C(\CCC=C(C)C)/C)/C)=O ((3E,7E)-methyl-4,8,12-trimethyltrideca-3,7,11-trienoate), COC(C\C=C(/CC\C=C(\CCC=C(C)C)/C)\C)=O ((3Z,7E)-methyl-4,8,12-trimethyltrideca-3,7,11-trienoate). The product is CCC(=C)CC\C=C(/C)\CCC=C(C)C (β-Farnesene). RXN SMILES: COC(=O)[CH2:4]/[CH:5]=[C:6](\[CH3:18])/[CH2:7][CH2:8]/[CH:9]=[C:10](\[CH3:17])/[CH2:11][CH2:12][CH:13]=[C:14]([CH3:16])[CH3:15].COC(=O)C/C=C(/C)\CC/C=C(\C)/CCC=C(C)C>>[CH3:4][CH2:5][C:6]([CH2:7][CH2:8]/[CH:9]=[C:10](/[CH2:11][CH2:12][CH:13]=[C:14]([CH3:15])[CH3:16])\[CH3:17])=[CH2:18]. Reported procedure: In a 300 ml/500 bar reactor Premex were placed (E)-7,11-dimethyl-3-methylenedodeca-1,6,10-triene (10.0 g, 48.9 mmol) in THF (100 ml). Methanol (2.0 ml, 49.4 mmol), and Pd(Cl)2(tri-2-furylphosphine)2 (157 mg, 0.245 mmol; 0.5 mol %) were added. Then the reactor was sealed and the mixture purged with 3×10 bar of carbon monoxide. While stirring, the autoclave was pressurized to 50 bar with CO and the content heated to 90° C. Once the temperature equilibrated to the set point, the autoclave was press... The reactants are CC(C)(C)OC(=O)NC(C)(C)C(=O)O, O=C(OCc1ccccc1)N1CCNCC1, CCN=C=NCCCN(C)C, Cl, C1CCOC1, O, On1nnc2ccccc21. Product: CC(C)(C)OC(=O)NC(C)(C)C(=O)N1CCN(C(=O)OCc2ccccc2)CC1. RXN SMILES: [C:1]([CH3:2])([CH3:3])([CH3:4])[O:5][C:6](=[O:7])[NH:8][C:9]([C:10](=[O:11])[OH:12])([CH3:13])[CH3:14].[CH2:15]([c:16]1[cH:17][cH:18][cH:19][cH:20][cH:21]1)[O:22][C:23](=[O:24])[N:25]1[CH2:26][CH2:27][NH:28][CH2:29][CH2:30]1.[CH2:42]([N:43]=[C:44]=[N:45][CH2:46][CH2:47][CH2:48][N:49]([CH3:50])[CH3:51])[CH3:52].[ClH:41].[O:53]1[CH2:54][CH2:55][CH2:56][CH2:57]1.[OH2:58].[OH:31][n:32]1[c:33]2[cH:34][cH:35][cH:36][cH:37][c:38]2[n:39][n:40]1>>[C:1]([CH3:2])([CH3:3])([CH3:4])[O:5][C:6](=[O:7])[NH:8][C:9]([C:10](=[O:12])[N:28]1[CH2:27][CH2:26][N:25]([C:23]([O:22][CH2:15][c:16]2[cH:17][cH:18][cH:19][cH:20][cH:21]2)=[O:24])[CH2:30][CH2:29]1)([CH3:13])[CH3:14]. The reactants are CCCCc1c[nH]c2ccccc2c1=O, [NH4+], [OH-], O, O=P(Cl)(Cl)Cl. Yields the product CCCCc1cnc2ccccc2c1Cl. Reaction SMILES: [CH2:1]([CH2:2][CH2:3][CH3:4])[c:5]1[cH:6][nH:7][c:8]2[cH:9][cH:10][cH:11][cH:12][c:13]2[c:14]1=[O:15].[NH4+:21].[OH-:22].[OH2:23].[P:16]([Cl:17])([Cl:18])([Cl:19])=[O:20]>>[CH2:1]([CH2:2][CH2:3][CH3:4])[c:5]1[cH:6][n:7][c:8]2[cH:9][cH:10][cH:11][cH:12][c:13]2[c:14]1[Cl:18]. Reactants: ClC=1N=C(C2=C(N1)C(CC2)C2=CC=C(C=C2)Cl)NC (2-Chloro-7-(4-chlorophenyl)-N-methyl-6,7-dihydro-5H-cyclopenta[d]pyrimidin-4-amine), ClC=1N=CN(C1)C1=C(C=C(N)C=C1)OC (4-(4-chloro-1H-imidazol-1-yl)-3-methoxyaniline). The solvent is C(C)(=O)O (acetic acid), C1CCOC1 (THF). Reaction conditions: temperature 80 celsius. Yields the product ClC=1N=CN(C1)C1=C(C=C(C=C1)NC=1N=C(C2=C(N1)C(CC2)C2=CC=C(C=C2)Cl)NC)OC (N2-(4-(4-Chloro-1H-imidazol-1-yl)-3-methoxyphenyl)-7-(4-chlorophenyl)-N4-methyl-6,7-dihydro-5H-cyclopenta[d]pyrimidine-2,4-diamine). As a reaction SMILES: Cl[C:2]1[N:3]=[C:4]([NH:18][CH3:19])[C:5]2[CH2:10][CH2:9][CH:8]([C:11]3[CH:16]=[CH:15][C:14]([Cl:17])=[CH:13][CH:12]=3)[C:6]=2[N:7]=1.[Cl:20][C:21]1[N:22]=[CH:23][N:24]([C:26]2[CH:32]=[CH:31][C:29]([NH2:30])=[CH:28][C:27]=2[O:33][CH3:34])[CH:25]=1>C(O)(=O)C.C1COCC1>[Cl:20][C:21]1[N:22]=[CH:23][N:24]([C:26]2[CH:32]=[CH:31][C:29]([NH:30][C:2]3[N:3]=[C:4]([NH:18][CH3:19])[C:5]4[CH2:10][CH2:9][CH:8]([C:11]5[CH:16]=[CH:15][C:14]([Cl:17])=[CH:13][CH:12]=5)[C:6]=4[N:7]=3)=[CH:28][C:27]=2[O:33][CH3:34])[CH:25]=1. Procedure: 2-Chloro-7-(4-chlorophenyl)-N-methyl-6,7-dihydro-5H-cyclopenta[d]pyrimidin-4-amine (101 mg, 0.343 mmol) was added to a solution of 4-(4-chloro-1H-imidazol-1-yl)-3-methoxyaniline (77 mg, 0.343 mmol) in acetic acid (2 mL) and THF (2 mL). The reaction mixture was heated at 80° C. overnight. Partial conversion to the desired product was observed. The reaction was further heated at 120° C. for 6 h. The crude reaction mixture was purified by preparative HPLC. The appropriate fractions were evaporated ...